Dataset: the Open Reaction Database (ORD), a public repository of structured organic reaction records. Task: describe an organic reaction: reactants, conditions, products, and yield The reactants are BrC=1C(=C(C=CC1)N1C(NC=CC1=O)=O)C (3-(3-bromo-2-methylphenyl)pyrimidine-2,4(1H,3H)-dione), FC1=CC=C(C=C1)B(O)O ((4-fluorophenyl) boronic acid), N1=CC=CC=C1 (pyridine). Reagents/catalysts: C(C)(=O)[O-].[Cu+2].C(C)(=O)[O-] (copper(II) acetate). Run in C(Cl)Cl (DCM), C(Cl)Cl (DCM). Conditions: time 8 hour. Yields the product BrC=1C(=C(C=CC1)N1C(N(C=CC1=O)C1=CC=C(C=C1)F)=O)C (3-(3-bromo-2-methylphenyl)-1-(4-fluorophenyl)pyrimidine-2,4(1H,3H)-dione). Isolated yield 64.4%. As a reaction SMILES: [Br:1][C:2]1[C:3]([CH3:16])=[C:4]([N:8]2[C:13](=[O:14])[CH:12]=[CH:11][NH:10][C:9]2=[O:15])[CH:5]=[CH:6][CH:7]=1.[F:17][C:18]1[CH:23]=[CH:22][C:21](B(O)O)=[CH:20][CH:19]=1.N1C=CC=CC=1>C(Cl)Cl.C([O-])(=O)C.[Cu+2].C([O-])(=O)C>[Br:1][C:2]1[C:3]([CH3:16])=[C:4]([N:8]2[C:13](=[O:14])[CH:12]=[CH:11][N:10]([C:21]3[CH:22]=[CH:23][C:18]([F:17])=[CH:19][CH:20]=3)[C:9]2=[O:15])[CH:5]=[CH:6][CH:7]=1 |f:4.5.6|. Reported procedure: A stirred suspension of copper(II) acetate (0.543 g, 2.99 mmol), 3-(3-bromo-2-methylphenyl)pyrimidine-2,4(1H,3H)-dione (0.42 g, 1.49 mmol), (4-fluorophenyl) boronic acid (0.418 g, 2.99 mmol), and activated molecular sieves (750 mg) in dry DCM (25 mL) was treated with pyridine (0.363 mL, 4.48 mmol) and stirred at room temperature overnight. The mixture was diluted with DCM, filtered through CELITE®, and the solids were washed with DCM and THF. The combined filtrates were washed with water, dried ... Yield: 43.0%. Reported procedure: Process B; starting materials: 3-[2-methanesulphonyloxy)ethyl]-6,7-dimethoxy-4-methyl-2H-1-benzopyran-2-one (Example 28) and 1-phenylpiperazine; yield 43%; m.p. 169°-172° C. (from isopropanol). Yields the product COC=1C(=CC2=C(C(=C(C(O2)=O)CCN2CCN(CC2)C2=CC=CC=C2)C)C1)OC (6,7-dimethoxy-4-methyl-3-[2- (4-phenyl-1-piperazinyl)ethyl]-2H-1-benzopyran-2-one). RXN SMILES: [CH3:1][O:2][C:3]1[C:4]([O:15][CH3:16])=[CH:5][C:6]2[O:11][C:10](=[O:12])[CH:9]=[C:8]([CH3:13])[C:7]=2[CH:14]=1.[C:17]1([N:23]2[CH2:28][CH2:27][NH:26][CH2:25][CH2:24]2)[CH:22]=[CH:21][CH:20]=[CH:19][CH:18]=1.[CH:29](O)(C)[CH3:30]>>[CH3:1][O:2][C:3]1[C:4]([O:15][CH3:16])=[CH:5][C:6]2[O:11][C:10](=[O:12])[C:9]([CH2:29][CH2:30][N:26]3[CH2:27][CH2:28][N:23]([C:17]4[CH:22]=[CH:21][CH:20]=[CH:19][CH:18]=4)[CH2:24][CH2:25]3)=[C:8]([CH3:13])[C:7]=2[CH:14]=1. Starting materials: COC=1C(=CC2=C(C(=CC(O2)=O)C)C1)OC (6,7-dimethoxy-4-methyl-2H-1-benzopyran-2-one), C1(=CC=CC=C1)N1CCNCC1 (1-phenylpiperazine), C(C)(C)O (isopropanol). Reactants: C(#N)C1=CC=NC=C1 (4-cyanopyridine), [Na] (sodium), CNNC(C1=CC=C(C=C1)Cl)=O (1-methyl-2-p-chlorobenzoylhydrazine). The solvent is CO (methanol), CO (methanol). Run at time 0.5 hour. Yields the product CN1N=C(N=C1C1=CC=NC=C1)C1=CC=C(C=C1)Cl (1-methyl-3-(p-chlorophenyl)-5-(4-pyridyl)-1,2,4-triazole). RXN SMILES: [C:1]([C:3]1[CH:8]=[CH:7][N:6]=[CH:5][CH:4]=1)#[N:2].[Na].[CH3:10][NH:11][NH:12][C:13](=O)[C:14]1[CH:19]=[CH:18][C:17]([Cl:20])=[CH:16][CH:15]=1>CO>[CH3:10][N:11]1[C:1]([C:3]2[CH:8]=[CH:7][N:6]=[CH:5][CH:4]=2)=[N:2][C:13]([C:14]2[CH:19]=[CH:18][C:17]([Cl:20])=[CH:16][CH:15]=2)=[N:12]1 |^1:8|. Procedure: To 4-cyanopyridine (2 g.) in methanol (30 ml.) is added sodium (0.1 g.). After standing at room temperature 0.5 hour the solution is added to 1-methyl-2-p-chlorobenzoylhydrazine (3.6 g.) in methanol (40 ml.). The reaction mixture is refluxed for 5 hours and concentrated to an oil which is solidified. After recrytallization from ethyl alcohol 0.5 g. of 1-methyl-3-(p-chlorophenyl)-5-(4-pyridyl)-1,2,4-triazole m.p. 191° C. is obtained. Starting materials: IC=1C=CC(=NC1)NCCN1CCCCC1 ((5-iodo-pyridin-2-yl)-(2-piperidin-1-yl-ethyl)-amine), ClC1=CC=C(C=C1)C=1C=CC(=NC1)C#C (5-(4-chloro-phenyl)-2-ethynyl-pyridine). Product: ClC1=CC=C(C=C1)C=1C=CC(=NC1)C#CC=1C=CC(=NC1)NCCN1CCCCC1 ({5-[5-(4-chloro-phenyl)-pyridin-2-ylethynyl]-pyridin-2-yl}-(2-piperidin-1-yl-ethyl)-amine). Reaction SMILES: I[C:2]1[CH:3]=[CH:4][C:5]([NH:8][CH2:9][CH2:10][N:11]2[CH2:16][CH2:15][CH2:14][CH2:13][CH2:12]2)=[N:6][CH:7]=1.[Cl:17][C:18]1[CH:23]=[CH:22][C:21]([C:24]2[CH:25]=[CH:26][C:27]([C:30]#[CH:31])=[N:28][CH:29]=2)=[CH:20][CH:19]=1>>[Cl:17][C:18]1[CH:19]=[CH:20][C:21]([C:24]2[CH:25]=[CH:26][C:27]([C:30]#[C:31][C:2]3[CH:3]=[CH:4][C:5]([NH:8][CH2:9][CH2:10][N:11]4[CH2:16][CH2:15][CH2:14][CH2:13][CH2:12]4)=[N:6][CH:7]=3)=[N:28][CH:29]=2)=[CH:22][CH:23]=1. Reported procedure: Prepared according to general working method I from (5-iodo-pyridin-2-yl)-(2-piperidin-1-yl-ethyl)-amine (397 mg, 1.20 mmol) and 5-(4-chloro-phenyl)-2-ethynyl-pyridine (256 mg, 1.20 mmol).